Dataset: the Open Reaction Database (ORD), a public repository of structured organic reaction records. Task: describe an organic reaction: reactants, conditions, products, and yield Reactants: C(C1=CC=CC=C1)OCCCC1=NC(=NC(=C1)C1=CC(=CC(=C1)C(F)(F)F)S(NC)(=O)=O)C#N (4-(3-benzyloxy-propyl)-6-(3-methylsulphamoyl-5-trifluoromethyl-phenyl)-pyrimidine-2-carbonitrile), S(=O)(=O)([O-])[O-].[Ce+3].S(=O)(=O)([O-])[O-].S(=O)(=O)([O-])[O-].[Ce+3] (cerium sulphate), Br(=O)(=O)[O-].[Ba+2].Br(=O)(=O)[O-] (barium bromate). Run in C(C)#N (acetonitrile), O (water). The product is OCCCC1=NC(=NC(=C1)C1=CC(=CC(=C1)C(F)(F)F)S(NC)(=O)=O)C#N (4-(3-hydroxy-propyl)-6-(3-methylsulphamoyl-5-trifluoromethyl-phenyl)-pyrimidine-2-carbonitrile). The yield is 27.2%. RXN SMILES: C([O:8][CH2:9][CH2:10][CH2:11][C:12]1[CH:17]=[C:16]([C:18]2[CH:23]=[C:22]([C:24]([F:27])([F:26])[F:25])[CH:21]=[C:20]([S:28](=[O:32])(=[O:31])[NH:29][CH3:30])[CH:19]=2)[N:15]=[C:14]([C:33]#[N:34])[N:13]=1)C1C=CC=CC=1.S([O-])([O-])(=O)=O.[Ce+3].S([O-])([O-])(=O)=O.S([O-])([O-])(=O)=O.[Ce+3].Br([O-])(=O)=O.[Ba+2].Br([O-])(=O)=O>C(#N)C.O>[OH:8][CH2:9][CH2:10][CH2:11][C:12]1[CH:17]=[C:16]([C:18]2[CH:23]=[C:22]([C:24]([F:27])([F:25])[F:26])[CH:21]=[C:20]([S:28](=[O:32])(=[O:31])[NH:29][CH3:30])[CH:19]=2)[N:15]=[C:14]([C:33]#[N:34])[N:13]=1 |f:1.2.3.4.5,6.7.8|. Procedure: To a solution of 4-(3-benzyloxy-propyl)-6-(3-methylsulphamoyl-5-trifluoromethyl-phenyl)-pyrimidine-2-carbonitrile (14.4 mg) in acetonitrile (700 μL) and water (300 μL) was added cerium sulphate (3 mg) and barium bromate (6 mg). The mixture was heated to reflux overnight then filtered through a sinter glass funnel, the residue washed with DCM (10 mL). The filtrate was washed with saturated sodium thiosulphate (10 mL) organics separated, dried over sodium sulphate, filtered, and solvent was remove...